Task: describe an organic reaction: reactants, conditions, products, and yield. Dataset: the Open Reaction Database (ORD), a public repository of structured organic reaction records Reactants: C(CCC)C=1N(C(N(N1)C(C)C(NC)=O)=O)CC1=CC=C(C=C1)C1=C(C=CC=C1)C#N (5-n-butyl-2,4-dihydro-2-[1-(N-methylcarbamoyl)ethyl]-4-[(2'-cyanobiphenyl-4-yl)methyl]-3H-1,2,4-triazol-3-one), N1N=NN=C1 (tetrazole). Solvent: C(Cl)Cl (CH2Cl2). Run at temperature 120 celsius, time 2 day. Product: C(CCC)C=1N(C(N(N1)C(C)C(NC)=O)=O)CC1=CC=C(C=C1)C1=C(C=CC=C1)C1=NN=NN1 (5-n-Butyl-2,4-dihydro-2-[1-(N-methylcarbamoyl)ethyl]-4-[[2'-(5-tetrazolyl)biphenyl-4-yl]methyl)-3H-1,2,4-triazol-3-one). Isolated yield 43.0%. RXN SMILES: [CH2:1]([C:5]1[N:6]([CH2:17][C:18]2[CH:23]=[CH:22][C:21]([C:24]3[CH:29]=[CH:28][CH:27]=[CH:26][C:25]=3[C:30]#[N:31])=[CH:20][CH:19]=2)[C:7](=[O:16])[N:8]([CH:10]([C:12](=[O:15])[NH:13][CH3:14])[CH3:11])[N:9]=1)[CH2:2][CH2:3][CH3:4].[NH:32]1C=N[N:34]=[N:33]1>C(Cl)Cl>[CH2:1]([C:5]1[N:6]([CH2:17][C:18]2[CH:19]=[CH:20][C:21]([C:24]3[CH:29]=[CH:28][CH:27]=[CH:26][C:25]=3[C:30]3[NH:34][N:33]=[N:32][N:31]=3)=[CH:22][CH:23]=2)[C:7](=[O:16])[N:8]([CH:10]([C:12](=[O:15])[NH:13][CH3:14])[CH3:11])[N:9]=1)[CH2:2][CH2:3][CH3:4]. Procedure details: The conversion of 5-n-butyl-2,4-dihydro-2-[1-(N-methylcarbamoyl)ethyl]-4-[(2'-cyanobiphenyl-4-yl)methyl]-3H-1,2,4-triazol-3-one to the corresponding tetrazole was accomplished by the procedure of Example 9, Step E, except that the mixture was stirred at 120° C. for 2 days. After work-up, the residue was taken up in CH2Cl2 and flash chromatographed over silica gel (15 mL for 0.19 mmole, gradient elution using 5-30% MeOH/CH2Cl2 to give the desired compound as a white powder in 43% yield, homogeneo... Reactants: N1(C=CC=C1)C=1C(=C(CO)C=CC1)C ((3-pyrrol-1-yl)2-methylbenzyl alcohol). Reagents/catalysts: [O-2].[O-2].[Mn+4] (manganese dioxide), [O-2].[O-2].[Mn+4] (manganese dioxide), [O-2].[O-2].[Mn+4] (manganese dioxide). Solvent: C1=CC=CC=C1 (benzene). Conditions: time 3 hour. Yields the product N1(C=CC=C1)C=1C(=C(C=O)C=CC1)C (3-(pyrrol-1-yl)-2-methylbenzaldehyde). The yield is 82.4%. As a reaction SMILES: [N:1]1([C:6]2[C:7]([CH3:14])=[C:8]([CH:11]=[CH:12][CH:13]=2)[CH2:9][OH:10])[CH:5]=[CH:4][CH:3]=[CH:2]1>[O-2].[O-2].[Mn+4].C1C=CC=CC=1>[N:1]1([C:6]2[C:7]([CH3:14])=[C:8]([CH:11]=[CH:12][CH:13]=2)[CH:9]=[O:10])[CH:5]=[CH:4][CH:3]=[CH:2]1 |f:1.2.3|. Procedure details: A suspension of 6 g of (3-pyrrol-1-yl)2-methylbenzyl alcohol, 300 ml of benzene and 30 g of manganese dioxide was stirred at room temperature for 3 hours and 12 g of manganese dioxide were added thereto. After stirring for 2 hours, another 6 g of manganese dioxide were added to the mixture which was then stirred at room temperature for 19 hours and was vacuum filtered. The filter was rinsed with benzene and the filtrate was evaporated to dryness under reduced pressure to obtain 4.89 g of 3-(pyrr...